From a dataset of the Open Reaction Database (ORD), a public repository of structured organic reaction records. describe an organic reaction: reactants, conditions, products, and yield Reactants: S(=S)(=O)([O-])[O-].[Na+].[Na+] (sodium thiosulfate), II (iodine), C(C1=CC=CC=C1)[C@H]1CC(N[C@H](OOC(C[C@@H]([C@H](NC([C@H](NC1=O)CSC(C1=CC=CC=C1)(C1=CC=CC=C1)C1=CC=CC=C1)=O)C(C)C)O)=O)\C=C\CCSC(C1=CC=CC=C1)(C1=CC=CC=C1)C1=CC=CC=C1)=O ((3R,7S,10S,13R,14S)-7-benzyl-14-hydroxy-13-isopropyl-3-((E)-4-tritylsulfanyl-but-1-enyl)-10-tritylsulfanylmethyl-1,2-dioxa-4,9,12-triaza-cyclohexadecane-5,8,11,16-tetraone). The solvent is C(Cl)Cl.CO (CH2Cl2 MeOH), C(Cl)Cl.CO (CH2Cl2 MeOH). Product: C(C1=CC=CC=C1)[C@H]1CC(N[C@@H]/2OOC(C[C@@H]([C@H](NC([C@@H](CSSCC\C=C2)NC1=O)=O)C(C)C)O)=O)=O ((E)-(1R,6S,7R,10S,21S)-21-benzyl-6-hydroxy-7-isopropyl-2,3-dioxa-12,13-dithia-8,18,23-triaza-bicyclo[8.7.6]tricos-16-ene-4,9,19,22-tetraone). The yield is 66.3%. RXN SMILES: II.[CH2:3]([C@@H:10]1[C:25](=[O:26])[NH:24][C@H:23]([CH2:27][S:28]C(C2C=CC=CC=2)(C2C=CC=CC=2)C2C=CC=CC=2)[C:22](=[O:48])[NH:21][C@H:20]([CH:49]([CH3:51])[CH3:50])[C@@H:19]([OH:52])[CH2:18][C:17](=[O:53])[O:16][O:15][C@H:14](/[CH:54]=[CH:55]/[CH2:56][CH2:57][S:58]C(C2C=CC=CC=2)(C2C=CC=CC=2)C2C=CC=CC=2)[NH:13][C:12](=[O:78])[CH2:11]1)[C:4]1[CH:9]=[CH:8][CH:7]=[CH:6][CH:5]=1.S([O-])([O-])(=O)=S.[Na+].[Na+]>C(Cl)Cl.CO>[CH2:3]([C@@H:10]1[C:25](=[O:26])[NH:24][C@@H:23]2[CH2:27][S:28][S:58][CH2:57][CH2:56][CH:55]=[CH:54][C@@H:14]([O:15][O:16][C:17](=[O:53])[CH2:18][C@H:19]([OH:52])[C@@H:20]([CH:49]([CH3:51])[CH3:50])[NH:21][C:22]2=[O:48])[NH:13][C:12](=[O:78])[CH2:11]1)[C:4]1[CH:9]=[CH:8][CH:7]=[CH:6][CH:5]=1 |f:2.3.4,5.6|. Procedure: To a solution of iodine (198.4 mg, 0.78 mmol) in CH2Cl2/MeOH (9:1, 272 mL) was added dropwise a solution of 6A (79.4 mg, 0.08 mmol) in CH2Cl2/MeOH (9:1) (134 mL) over 30 min, the reaction mixture was then allowed to stir for a further 30 min after which time sodium thiosulfate (88 mL, 0.05 M) was added. The layers were separated and the product was extracted with CH2Cl2 (3×45 ml) dried (MgSO4) and the solvent was removed in vacuo. Purification was then carried out by column chromatography on sil... Starting materials: OCC1=CC=C(C=O)C=C1 (4-hydroxymethylbenzaldehyde), Cl (HCl). The solvent is C1(=CC=CC=C1)C (toluene). Yields the product ClCC1=CC=C(C=O)C=C1 (4-chloromethylbenzaldehyde). Isolated yield 62.7%. Reaction SMILES: [OH:1][CH2:2][C:3]1[CH:10]=[CH:9][C:6]([CH:7]=O)=[CH:5][CH:4]=1.[ClH:11]>C1(C)C=CC=CC=1>[Cl:11][CH2:7][C:6]1[CH:9]=[CH:10][C:3]([CH:2]=[O:1])=[CH:4][CH:5]=1. Procedure: 20 g (0.132 moles) of 90 percent pure 4-hydroxymethylbenzaldehyde were stirred for 2 hours at 80° C. under an argon atmosphere with 50 ml of 37 percent HCl (0.58 moles) and 200 ml of toluene. After cooling to room temperature, the aqueous phase was separated off and the toluene phase was evaporated in vacuo. This gave 16.2 g of crude product which, according to NMR, contained 78.8% by weight of 4-chloromethylbenzaldehyde, 10% by weight of 1,4-bis-chloromethylbenzene and 11.2% by weight of an unk... The reactants are NC1=NC=2C=CC=CC2C2=C1N=C(N2CCOCCNC(OC(C)(C)C)=O)CC (Tert-butyl 2-[2-(4-amino-2-ethyl-1H-imidazo[4,5-c]quinolin-1-yl)ethoxy]ethylcarbamate). Run in Cl (HCl), CCO (EtOH). Conditions: time 2 hour. Yields the product NCCOCCN1C(=NC=2C(=NC=3C=CC=CC3C21)N)CC (1-[2-(2-aminoethoxy)ethyl]-2-ethyl-1H-imidazo[4,5-c]quinolin-4-amine). Isolated yield 94.5%. As a reaction SMILES: [NH2:1][C:2]1[C:11]2[N:12]=[C:13]([CH2:28][CH3:29])[N:14]([CH2:15][CH2:16][O:17][CH2:18][CH2:19][NH:20]C(=O)OC(C)(C)C)[C:10]=2[C:9]2[CH:8]=[CH:7][CH:6]=[CH:5][C:4]=2[N:3]=1>Cl.CCO>[NH2:20][CH2:19][CH2:18][O:17][CH2:16][CH2:15][N:14]1[C:10]2[C:9]3[CH:8]=[CH:7][CH:6]=[CH:5][C:4]=3[N:3]=[C:2]([NH2:1])[C:11]=2[N:12]=[C:13]1[CH2:28][CH3:29]. Procedure: Tert-butyl 2-[2-(4-amino-2-ethyl-1H-imidazo[4,5-c]quinolin-1-yl)ethoxy]ethylcarbamate (9.35 g, 23.4 mmol) was suspended in 150 mL of 2M HCl in EtOH and the mixture was heated to reflux with stirring. After 2 h, the reaction was cooled to room temperature and the HCl salt of the product was collected by vacuum filtration and rinsed with ether. The free base was made by dissolving the HCl salt in water and treating with 10% NaOH solution until the mixture was pH 12. The aqueous suspension was extr... Reactants: CS(=O)(=O)Nc1ccc(Oc2ccc(C(=O)Nc3ccc(Br)cc3)cc2[N+](=O)[O-])cc1, CC(=O)O, CCO, [Fe], [Na+], [Na+], O=C([O-])[O-], O. The product is CS(=O)(=O)Nc1ccc(Oc2ccc(C(=O)Nc3ccc(Br)cc3)cc2N)cc1. RXN SMILES: [Br:1][c:2]1[cH:3][cH:4][c:5]([NH:8][C:9]([c:10]2[cH:11][c:12]([N+:28]([O-:29])=[O:30])[c:13]([O:16][c:17]3[cH:18][cH:19][c:20]([NH:23][S:24](=[O:25])(=[O:26])[CH3:27])[cH:21][cH:22]3)[cH:14][cH:15]2)=[O:31])[cH:6][cH:7]1.[CH3:38][C:39](=[O:40])[OH:41].[CH3:42][CH2:43][OH:44].[Fe:46].[Na+:32].[Na+:33].[O-:34][C:35](=[O:36])[O-:37].[OH2:45]>>[Br:1][c:2]1[cH:3][cH:4][c:5]([NH:8][C:9]([c:10]2[cH:11][c:12]([NH2:28])[c:13]([O:16][c:17]3[cH:18][cH:19][c:20]([NH:23][S:24](=[O:25])(=[O:26])[CH3:27])[cH:21][cH:22]3)[cH:14][cH:15]2)=[O:31])[cH:6][cH:7]1. The reactants are S(O)(O)(=O)=O (Sulfuric acid), BrC1=C(C=CC(=C1)F)CC(=O)O (2-bromo-4-fluorophenylacetic acid), C(=O)([O-])[O-].[Na+].[Na+] (Na2CO3). Run in CO (MeOH). Reaction conditions: time 8 hour. The product is BrC1=C(C=CC(=C1)F)CC(=O)OC (Methyl 2-(2-bromo-4-fluorophenyl)acetate), oil. The yield is 94.0%. RXN SMILES: S(=O)(=O)(O)O.[Br:6][C:7]1[CH:12]=[C:11]([F:13])[CH:10]=[CH:9][C:8]=1[CH2:14][C:15]([OH:17])=[O:16].[C:18]([O-])([O-])=O.[Na+].[Na+]>CO>[Br:6][C:7]1[CH:12]=[C:11]([F:13])[CH:10]=[CH:9][C:8]=1[CH2:14][C:15]([O:17][CH3:18])=[O:16] |f:2.3.4|. Procedure details: Sulfuric acid (1.50 mL) was added cautiously to a solution of 2-bromo-4-fluorophenylacetic acid (1.00 g, 4.29 mmol) in MeOH (25 mL) and the resulting mixture stirred overnight at room temperature. Saturated aqueous Na2CO3 solution was added until the pH of the mixture was 14, then the aqueous layer was extracted with DCM (2×100 mL). The combined organics were dried over MgSO4 then the volatiles were removed in vacuo to yield the title compound A48 as a clear oil (1.00 g, 94%); 1H NMR (400 MHz, C...